Dataset: the Open Reaction Database (ORD), a public repository of structured organic reaction records. Task: describe an organic reaction: reactants, conditions, products, and yield Starting materials: CCO, O=C(c1ccc([N+](=O)[O-])cc1)N1Cc2cccn2Cc2sccc21, NN. The product is Nc1ccc(C(=O)N2Cc3cccn3Cc3sccc32)cc1. As a reaction SMILES: [CH2:27]([OH:28])[CH3:29].[N+:1]([O-:2])(=[O:3])[c:4]1[cH:5][cH:6][c:7]([C:8](=[O:9])[N:10]2[CH2:11][c:12]3[n:13]([cH:20][cH:21][cH:22]3)[CH2:14][c:15]3[c:16]2[cH:17][cH:18][s:19]3)[cH:23][cH:24]1.[NH2:25][NH2:26]>>[NH2:1][c:4]1[cH:5][cH:6][c:7]([C:8](=[O:9])[N:10]2[CH2:11][c:12]3[n:13]([cH:20][cH:21][cH:22]3)[CH2:14][c:15]3[c:16]2[cH:17][cH:18][s:19]3)[cH:23][cH:24]1.